From a dataset of the Open Reaction Database (ORD), a public repository of structured organic reaction records. describe an organic reaction: reactants, conditions, products, and yield Reactants: OC1=C(C=C(C=C1C(C)(C)C)C1=NOC(=C1)CNC(C(=O)OCC)=O)C(C)(C)C (Ethyl N-(3-(4-hydroxy-3,5-di-tert-butylphenyl)isoxazol-5-ylmethyl)oxalamate). Solvent: ClCCl (dichloromethane). The product is OC1=C(C=C(C=C1C(C)(C)C)C1=NOC(=C1)CNC(C(=O)O)=O)C(C)(C)C (N-(3-(4-Hydroxy-3,5-di-tert-butylphenyl)isoxazol-5-ylmethyl)oxalamic acid). Reaction SMILES: [OH:1][C:2]1[C:7]([C:8]([CH3:11])([CH3:10])[CH3:9])=[CH:6][C:5]([C:12]2[CH:16]=[C:15]([CH2:17][NH:18][C:19](=[O:25])[C:20]([O:22]CC)=[O:21])[O:14][N:13]=2)=[CH:4][C:3]=1[C:26]([CH3:29])([CH3:28])[CH3:27]>ClCCl>[OH:1][C:2]1[C:7]([C:8]([CH3:11])([CH3:10])[CH3:9])=[CH:6][C:5]([C:12]2[CH:16]=[C:15]([CH2:17][NH:18][C:19](=[O:25])[C:20]([OH:22])=[O:21])[O:14][N:13]=2)=[CH:4][C:3]=1[C:26]([CH3:29])([CH3:28])[CH3:27]. Reported procedure: 5.0 g (0.012 mol) of the product from Example 50 were hydrolyzed in analogy with Example 4b). The product, arising as an oil, was isolated by extraction with dichloromethane, washing with water and NaCl solution, drying and concentrating. The remaining amorphous product was crystallized from tert-butyl methyl ether/petroleum ether. Yield: 3.4 g. The reactants are N1=C(C=CC=C1)C(=O)O (picolinic acid), 1,1-carbonyldiimidazole, NC=1C(=NC=CC1)NCC(=O)N (2-[(3-amino-2-pyridinyl)amino]acetamide), [N-]1C=NC=C1 (imidazolide). The solvent is O1CCCC1 (tetrahydrofuran), C(C)#N (acetonitrile). Conditions: time 5 hour. Product: NC(CNC1=NC=CC=C1NC(=O)C1=NC=CC=C1)=O (N-[2-[(2-Amino-2-oxoethyl)amino]-3-pyridinyl]-2-pyridinecarboxamide). Isolated yield 19.2%. RXN SMILES: [N:1]1[CH:6]=[CH:5][CH:4]=[CH:3][C:2]=1[C:7]([OH:9])=O.[NH2:10][C:11]1[C:12]([NH:17][CH2:18][C:19]([NH2:21])=[O:20])=[N:13][CH:14]=[CH:15][CH:16]=1.[N-]1C=CN=C1>O1CCCC1.C(#N)C>[NH2:21][C:19](=[O:20])[CH2:18][NH:17][C:12]1[C:11]([NH:10][C:7]([C:2]2[CH:3]=[CH:4][CH:5]=[CH:6][N:1]=2)=[O:9])=[CH:16][CH:15]=[CH:14][N:13]=1. Reported procedure: While bubbling nitrogen through a solution of picolinic acid (1.23 g, 0.01 mole) in 100 ml of tetrahydrofuran, solid 1,1-carbonyldiimidazole (1.62 g, 0.01 mole) was added in portions. The reaction mixture was allowed to stir at room temperature for 5 hours. Then, a solution of 2-[(3-amino-2-pyridinyl)amino]acetamide (1.66 g, 0.01 mole) in acetonitrile was added in portions to the imidazolide solution and the reaction mixture was allowed to stir at room temperature overnight. The solvents were ev...